From a dataset of the Open Reaction Database (ORD), a public repository of structured organic reaction records. describe an organic reaction: reactants, conditions, products, and yield Reactants: CC(=O)O, O=C1CCN(C(=O)C2CCCC2)CC1, NCc1ccccc1Oc1ccc(Cl)cc1. Yields the product O=C(C1CCCC1)N1CCC(NCc2ccccc2Oc2ccc(Cl)cc2)CC1. Reaction SMILES: [CH3:31][C:32](=[O:33])[OH:34].[CH:17]1([C:22](=[O:23])[N:24]2[CH2:25][CH2:26][C:27](=[O:30])[CH2:28][CH2:29]2)[CH2:18][CH2:19][CH2:20][CH2:21]1.[Cl:1][c:2]1[cH:3][cH:4][c:5]([O:6][c:7]2[c:8]([CH2:9][NH2:10])[cH:11][cH:12][cH:13][cH:14]2)[cH:15][cH:16]1>>[Cl:1][c:2]1[cH:3][cH:4][c:5]([O:6][c:7]2[c:8]([CH2:9][NH:10][CH:27]3[CH2:26][CH2:25][N:24]([C:22]([CH:17]4[CH2:18][CH2:19][CH2:20][CH2:21]4)=[O:23])[CH2:29][CH2:28]3)[cH:11][cH:12][cH:13][cH:14]2)[cH:15][cH:16]1. The reactants are BrCCCCCBr, O=C([O-])[O-], CC#N, [K+], [K+], COC(=O)C=Cc1ccccc1O. Yields the product COC(=O)C=Cc1ccccc1OCCCCCBr. RXN SMILES: [Br:14][CH2:15][CH2:16][CH2:17][CH2:18][CH2:19][Br:20].[C:21](=[O:22])([O-:23])[O-:24].[CH3:27][C:28]#[N:29].[K+:25].[K+:26].[OH:1][c:2]1[c:3]([CH:4]=[CH:5][C:6](=[O:7])[O:8][CH3:9])[cH:10][cH:11][cH:12][cH:13]1>>[O:1]([c:2]1[c:3]([CH:4]=[CH:5][C:6](=[O:7])[O:8][CH3:9])[cH:10][cH:11][cH:12][cH:13]1)[CH2:19][CH2:18][CH2:17][CH2:16][CH2:15][Br:14]. Starting materials: C(=C)C1=C2C=CC(=CC2=CC=C1OC)C(C(C)C)(O)C=1N=CN(C1)C(C1=CC=CC=C1)(C1=CC=CC=C1)C1=CC=CC=C1 (1-(5-Ethenyl-6-methoxynaphthalen-2-yl)-1-(1-trityl-1H-imidazol-4-yl)-2-methyl-1-propanol). The reagents and catalysts are [C].[Pd] (palladium carbon). The solvent is CO (methanol), C1CCOC1 (THF). Run at time 2 hour. The product is C(C)C1=C2C=CC(=CC2=CC=C1OC)C(C(C)C)(O)C=1N=CNC1 (1-(5-Ethyl-6-methoxynaphthalen-2-yl)-1-(1H-imidazol-4-yl)-2-methyl-1-propanol). Isolated yield 66.6%. Reaction SMILES: [CH:1]([C:3]1[C:12]([O:13][CH3:14])=[CH:11][CH:10]=[C:9]2[C:4]=1[CH:5]=[CH:6][C:7]([C:15]([C:20]1[N:21]=[CH:22][N:23](C(C3C=CC=CC=3)(C3C=CC=CC=3)C3C=CC=CC=3)[CH:24]=1)([OH:19])[CH:16]([CH3:18])[CH3:17])=[CH:8]2)=[CH2:2]>CO.C1COCC1.[C].[Pd]>[CH2:1]([C:3]1[C:12]([O:13][CH3:14])=[CH:11][CH:10]=[C:9]2[C:4]=1[CH:5]=[CH:6][C:7]([C:15]([C:20]1[N:21]=[CH:22][NH:23][CH:24]=1)([OH:19])[CH:16]([CH3:18])[CH3:17])=[CH:8]2)[CH3:2] |f:3.4|. Reported procedure: 1-(5-Ethenyl-6-methoxynaphthalen-2-yl)-1-(1-trityl-1H-imidazol-4-yl)-2-methyl-1-propanol (1.28 g) was dissolved in a mixture of methanol and THF (1:1, 50 ml). To the solution was added 10% palladium carbon (0.3 g), and the mixture was stirred at room temperature for 2 h under hydrogen atmosphere. The catalyst was filtered off, and the filtrate was concentrated. The residue was dissolved in a mixed solution of methanol and THF (3:1, 40 ml). To the solution was added pyridine hydrochloride (0.65 g... Reactants: C(C)(C)(C)[Si](C1=CC=CC=C1)(C1=CC=CC=C1)OC1CC(C1)(SC)S(=O)C (tert-butyl{[3-(methylsulfinyl)-3-(methylthio)cyclobutyl]oxy}diphenylsilane), Cl(=O)(=O)(=O)O (perchloric acid). Solvent: CCOCC (ether), O (water), O (water). Run at time 8 hour. Yields the product [Si](C1=CC=CC=C1)(C1=CC=CC=C1)(C(C)(C)C)OC1CC(C1)=O (3-{[tert-butyl(diphenyl)silyl]oxy}cyclobutanone). Isolated yield 59.0%. RXN SMILES: [C:1]([Si:5]([O:18][CH:19]1[CH2:22][C:21](S(C)=O)(SC)[CH2:20]1)([C:12]1[CH:17]=[CH:16][CH:15]=[CH:14][CH:13]=1)[C:6]1[CH:11]=[CH:10][CH:9]=[CH:8][CH:7]=1)([CH3:4])([CH3:3])[CH3:2].Cl(O)(=O)(=O)=[O:29]>CCOCC.O>[Si:5]([O:18][CH:19]1[CH2:22][C:21](=[O:29])[CH2:20]1)([C:1]([CH3:3])([CH3:4])[CH3:2])([C:12]1[CH:17]=[CH:16][CH:15]=[CH:14][CH:13]=1)[C:6]1[CH:11]=[CH:10][CH:9]=[CH:8][CH:7]=1. Procedure: A solution of tert-butyl {[3-(methylsulfinyl)-3-(methylthio)cyclobutyl]oxy}diphenylsilane (17.05 g, 40.7 mmol, from Step 2) in ether (350 mL) cooled to 0° C. was treated with a solution of 6 M perchloric acid in water (10 mL) that was pre-diluted with water (7 mL). The bath was removed and stirred overnight. The mixture was poured into pH 7 buffer, and the product was extracted with diethyl ether. The combined extracts were dried over sodium sulfate, decanted and concentrated. The reaction was p... Reactants: C1CCOC1, CO, CCC(=C(c1ccc(F)cc1)c1ccc(C=CC(=O)OC)cc1)c1ccccc1, [K+], [OH-]. Yields the product CCC(=C(c1ccc(F)cc1)c1ccc(C=CC(=O)O)cc1)c1ccccc1. As a reaction SMILES: [CH2:34]1[O:35][CH2:36][CH2:37][CH2:38]1.[CH3:32][OH:33].[F:1][c:2]1[cH:3][cH:4][c:5]([C:8](=[C:9]([CH2:10][CH3:11])[c:12]2[cH:13][cH:14][cH:15][cH:16][cH:17]2)[c:18]2[cH:19][cH:20][c:21]([CH:24]=[CH:25][C:26](=[O:27])[O:28][CH3:29])[cH:22][cH:23]2)[cH:6][cH:7]1.[K+:31].[OH-:30]>>[F:1][c:2]1[cH:3][cH:4][c:5]([C:8](=[C:9]([CH2:10][CH3:11])[c:12]2[cH:13][cH:14][cH:15][cH:16][cH:17]2)[c:18]2[cH:19][cH:20][c:21]([CH:24]=[CH:25][C:26](=[O:27])[OH:28])[cH:22][cH:23]2)[cH:6][cH:7]1. Starting materials: FC(C=1C=C(C=CC1)OC1=CC=C(C=C1)COC1=CC(NC=C1)=O)(F)F (4-{[(4-{[3-(trifluoromethyl)phenyl]oxy}phenyl)methyl]oxy}-2(1H)-pyridinone), ClCC=1C=NN(C1)C (4-(chloromethyl)-1-methyl-1H-pyrazole). Product: CN1N=CC(=C1)CN1C(C=C(C=C1)OCC1=CC=C(C=C1)OC1=CC(=CC=C1)C(F)(F)F)=O (1-[(1-Methyl-1H-pyrazol-4-yl)methyl]-4-{[(4-{[3-(trifluoromethyl)phenyl]oxy}-phenyl)methyl]oxy}-2(1H)-pyridinone). RXN SMILES: [F:1][C:2]([F:26])([F:25])[C:3]1[CH:4]=[C:5]([O:9][C:10]2[CH:15]=[CH:14][C:13]([CH2:16][O:17][C:18]3[CH:23]=[CH:22][NH:21][C:20](=[O:24])[CH:19]=3)=[CH:12][CH:11]=2)[CH:6]=[CH:7][CH:8]=1.Cl[CH2:28][C:29]1[CH:30]=[N:31][N:32]([CH3:34])[CH:33]=1>>[CH3:34][N:32]1[CH:33]=[C:29]([CH2:28][N:21]2[CH:22]=[CH:23][C:18]([O:17][CH2:16][C:13]3[CH:14]=[CH:15][C:10]([O:9][C:5]4[CH:6]=[CH:7][CH:8]=[C:3]([C:2]([F:1])([F:25])[F:26])[CH:4]=4)=[CH:11][CH:12]=3)=[CH:19][C:20]2=[O:24])[CH:30]=[N:31]1. Procedure: The title compound was prepared by a procedure similar to that described for E21 starting from 4-{[(4-{[3-(trifluoromethyl)phenyl]oxy}phenyl)methyl]oxy}-2(1H)-pyridinone and 4-(chloromethyl)-1-methyl-1H-pyrazole. LC-MS (ESI): m/z 456 [M+H]+; 3.40 min (ret time).